Dataset: the Open Reaction Database (ORD), a public repository of structured organic reaction records. Task: describe an organic reaction: reactants, conditions, products, and yield Reactants: [H-].[Na+] (Sodium hydride), BrC=1C(=NNC1)N(C)C (4-bromo-N,N-dimethyl-1H-pyrazol-3-amine), CS(=O)(=O)OC1CCN(CC1)C(=O)OC(C)(C)C (Tert-butyl 4-methylsulfonyloxypiperidine-1-carboxylate). Run in CN(C)C=O (DMF), CN(C)C=O (DMF). Conditions: temperature 23 celsius, time 30 minute. Yields the product BrC=1C(=NN(C1)C1CCN(CC1)C(=O)OC(C)(C)C)N(C)C (tert-butyl 4-(4-bromo-3-dimethylamino-pyrazol-1-yl)piperidine-1-carboxylate). The yield is 43.9%. RXN SMILES: [H-].[Na+].[Br:3][C:4]1[C:5]([N:9]([CH3:11])[CH3:10])=[N:6][NH:7][CH:8]=1.CS(O[CH:17]1[CH2:22][CH2:21][N:20]([C:23]([O:25][C:26]([CH3:29])([CH3:28])[CH3:27])=[O:24])[CH2:19][CH2:18]1)(=O)=O>CN(C=O)C>[Br:3][C:4]1[C:5]([N:9]([CH3:11])[CH3:10])=[N:6][N:7]([CH:17]2[CH2:22][CH2:21][N:20]([C:23]([O:25][C:26]([CH3:29])([CH3:28])[CH3:27])=[O:24])[CH2:19][CH2:18]2)[CH:8]=1 |f:0.1|. Reported procedure: Sodium hydride (0.498 g, 60% in mineral oil) was added to a stirred solution of 4-bromo-N,N-dimethyl-1H-pyrazol-3-amine (1.97 g) dissolved in DMF (20 ml) under argon. The resulting mixture was stirred at 23° C. for 30 minutes. A solution of Tert-butyl 4-methylsulfonyloxypiperidine-1-carboxylate (3.19 g) in DMF (10 ml) was added and the reaction mixture was stirred at 95° C. for 5 hours and left at 23° C. overnight. DMF was evaporated and the residue was taken up in dichloromethane, washed with H... Reactants: FC1(CCC(CC1)C1=C(C(=NC=2CC(C[C@@H](C12)OCC1=CC=C(C=C1)OC)(C)C)C1CCNCC1)[C@H](C1=CC=C(C=C1)C(F)(F)F)F)F ((5S)-4-(4,4-Difluorocyclohexyl)-3-{(S)-fluoro[4-(trifluoromethyl)phenyl]methyl}-5-[(4-methoxybenzyl)oxy]-7,7-dimethyl-2-(piperidin-4-yl)-5,6,7,8-tetrahydroquinoline), FC1(CCC(CC1)C1=C(C(=NC=2CC(C[C@@H](C12)OCC1=CC=C(C=C1)OC)(C)C)C1CCNCC1)[C@H](C1=CC=C(C=C1)C(F)(F)F)F)F ((5S)-4-(4,4-Difluorocyclohexyl)-3-{(S)-fluoro[4-(trifluoromethyl)phenyl]methyl}-5-[(4-methoxybenzyl)oxy]-7,7-dimethyl-2-(piperidin-4-yl)-5,6,7,8-tetrahydroquinoline), ClC1=NC=C(C=N1)OCC1COC(OC1)(C)C (2-chloro-5-[(2,2-dimethyl-1,3-dioxan-5-yl)methoxy]pyrimidine), C([O-])([O-])=O.[Cs+].[Cs+] (cesium carbonate), C([O-])([O-])=O.[Cs+].[Cs+] (cesium carbonate), CCCC(CCC)O (4-heptanol), ClC1=NC=C(C=N1)OCC1COC(OC1)(C)C (2-chloro-5-[(2,2-dimethyl-1,3-dioxan-5-yl)methoxy]pyrimidine). The solvent is O (water), CCCCCC.C(C)(=O)OCC (n-hexane ethyl acetate). Conditions: temperature 150 celsius, time 8 hour. Product: FC1(CCC(CC1)C1=C(C(=NC=2CC(C[C@@H](C12)OCC1=CC=C(C=C1)OC)(C)C)C1CCN(CC1)C1=NC=C(C=N1)OCC1COC(OC1)(C)C)[C@H](C1=CC=C(C=C1)C(F)(F)F)F)F ((5S)-4-(4,4-Difluorocyclohexyl)-2-(1-{5-[(2,2-dimethyl-1,3-dioxan-5-yl)methoxy]pyrimidin-2-yl}piperidin-4-yl)-3-{(S)-fluoro[4-(trifluoromethyl)phenyl]methyl}-5-[(4-methoxybenzyl)oxy]-7,7-dimethyl-5,6,7,8-tetrahydroquinoline). Reaction SMILES: [F:1][C:2]1([F:48])[CH2:7][CH2:6][CH:5]([C:8]2[C:17]3[C@@H:16]([O:18][CH2:19][C:20]4[CH:25]=[CH:24][C:23]([O:26][CH3:27])=[CH:22][CH:21]=4)[CH2:15][C:14]([CH3:29])([CH3:28])[CH2:13][C:12]=3[N:11]=[C:10]([CH:30]3[CH2:35][CH2:34][NH:33][CH2:32][CH2:31]3)[C:9]=2[C@@H:36]([F:47])[C:37]2[CH:42]=[CH:41][C:40]([C:43]([F:46])([F:45])[F:44])=[CH:39][CH:38]=2)[CH2:4][CH2:3]1.Cl[C:50]1[N:55]=[CH:54][C:53]([O:56][CH2:57][CH:58]2[CH2:63][O:62][C:61]([CH3:65])([CH3:64])[O:60][CH2:59]2)=[CH:52][N:51]=1.C(=O)([O-])[O-].[Cs+].[Cs+].CCCC(O)CCC>CCCCCC.C(OCC)(=O)C.O>[F:48][C:2]1([F:1])[CH2:7][CH2:6][CH:5]([C:8]2[C:17]3[C@@H:16]([O:18][CH2:19][C:20]4[CH:21]=[CH:22][C:23]([O:26][CH3:27])=[CH:24][CH:25]=4)[CH2:15][C:14]([CH3:28])([CH3:29])[CH2:13][C:12]=3[N:11]=[C:10]([CH:30]3[CH2:35][CH2:34][N:33]([C:50]4[N:51]=[CH:52][C:53]([O:56][CH2:57][CH:58]5[CH2:63][O:62][C:61]([CH3:65])([CH3:64])[O:60][CH2:59]5)=[CH:54][N:55]=4)[CH2:32][CH2:31]3)[C:9]=2[C@@H:36]([F:47])[C:37]2[CH:38]=[CH:39][C:40]([C:43]([F:45])([F:46])[F:44])=[CH:41][CH:42]=2)[CH2:4][CH2:3]1 |f:2.3.4,6.7|. Procedure details: To 6.02 g (8.92 mmol) of (5S)-4-(4,4-Difluorocyclohexyl)-3-{(S)-fluoro[4-(trifluoromethyl)phenyl]methyl}-5-[(4-methoxybenzyl)oxy]-7,7-dimethyl-2-(piperidin-4-yl)-5,6,7,8-tetrahydroquinoline, which was prepared by a method similar to that of Reference Example 10, 2.16 g (8.35 mmol) of 2-chloro-5-[(2,2-dimethyl-1,3-dioxan-5-yl)methoxy]pyrimidine, which was prepared by a method similar to that of Reference Example 20, and 6.06 g (18.6 mmol) of cesium carbonate, 30 ml of 4-heptanol was added, and th... The reactants are Cl[Si]1(CCC1)Cl (1,1-dichlorosilacyclobutane), Cl[Si]1(CCC1)C (1-chloro-1-methyl-silacyclobutane), C(C)(=O)OC(C)=O (acetic anhydride). Solvent: CO (methanol). The product is C(C)(=O)O[Si]1(CCC1)C (1-acetoxy-1-methyl-silacyclobutane), Silacyclobutane silazanes. Yield: 48.0%. As a reaction SMILES: Cl[Si]1(Cl)CCC1.Cl[Si:8]1([CH3:12])[CH2:11][CH2:10][CH2:9]1.[C:13]([O:16]C(=O)C)(=[O:15])[CH3:14]>CO>[C:13]([O:16][Si:8]1([CH3:12])[CH2:11][CH2:10][CH2:9]1)(=[O:15])[CH3:14]. Procedure: Several silacyclobutane monomers are known. For example, see U.S. Pat. No. 3,046,291 to Leo H. Sommer, and U.S. Pat. No. 3,687,995 to David Jonas et al. Sommer prepared his silacyclobutanes by reacting ClCH2CHRCH2SiR'Cl2 with magnesium. Jonas et al. teach organosilicon compounds having the general formula ##STR4## where R represents an atom or radical selected from the group consisting of hydrogen atom and alkyl radicals having less than 7 carbon atoms and R' represents alkoxy radicals having le... The reactants are C=CCN(Cc1ccc(OC)cc1OC)C(=O)C(=C)CCC(=O)OC, ClCCl, [Ru]. Product: COC(=O)CCC1=CCN(Cc2ccc(OC)cc2OC)C1=O. As a reaction SMILES: [CH3:1][O:2][C:3]([CH2:4][CH2:5][C:6]([C:8]([N:9]([CH2:10][c:11]1[c:12]([O:19][CH3:20])[cH:13][c:14]([O:17][CH3:18])[cH:15][cH:16]1)[CH2:21][CH:22]=[CH2:7])=[O:24])=[CH2:23])=[O:25].[Cl:26][CH2:27][Cl:28].[Ru:29]>>[CH3:1][O:2][C:3]([CH2:4][CH2:5][C:6]1=[CH:22][CH2:21][N:9]([CH2:10][c:11]2[c:12]([O:19][CH3:20])[cH:13][c:14]([O:17][CH3:18])[cH:15][cH:16]2)[C:8]1=[O:24])=[O:25]. Starting materials: CC(C)C[Al+]CC(C)C, COC(CC1OC1CO)OC, [H-]. The product is COC(CCC(O)CO)OC. Reaction SMILES: [CH2:13]([Al+:14][CH2:15][CH:16]([CH3:17])[CH3:18])[CH:19]([CH3:20])[CH3:21].[CH3:1][O:2][CH:3]([CH2:4][CH:5]1[CH:6]([CH2:8][OH:9])[O:7]1)[O:10][CH3:11].[H-:12]>>[CH3:1][O:2][CH:3]([CH2:4][CH2:5][CH:6]([OH:7])[CH2:8][OH:9])[O:10][CH3:11]. Starting materials: C(C)OC(CC1=NC=C(C=C1)[N+](=O)[O-])=O ((5-nitro-pyridin-2-yl)-acetic acid ethyl ester), nitro, CC1(CC=C(CC1)B(O)O)C (4,4-dimethyl-1-cyclohexen-1-ylboronic acid). The product is C(C)OC(CC1=NC(=C(C=C1)N)C1=CCC(CC1)(C)C)=O ([5-Amino-6-(4,4-dimethyl-cyclohex-1-enyl)-pyridin-2-yl]-acetic acid ethyl ester). Reaction SMILES: [CH2:1]([O:3][C:4](=[O:15])[CH2:5][C:6]1[CH:11]=[CH:10][C:9]([N+:12]([O-])=O)=[CH:8][N:7]=1)[CH3:2].[CH3:16][C:17]1([CH3:26])[CH2:22][CH2:21][C:20](B(O)O)=[CH:19][CH2:18]1>>[CH2:1]([O:3][C:4](=[O:15])[CH2:5][C:6]1[CH:11]=[CH:10][C:9]([NH2:12])=[C:8]([C:20]2[CH2:21][CH2:22][C:17]([CH3:26])([CH3:16])[CH2:18][CH:19]=2)[N:7]=1)[CH3:2]. Procedure: This compound was prepared from (5-nitro-pyridin-2-yl)-acetic acid ethyl ester (as prepared in the previous step) according to the procedure for nitro reduction and bromination in Example 33, step (b), followed by Suzuki coupling to 4,4-dimethyl-1-cyclohexen-1-ylboronic acid according to the procedure in Example 1, step (e). Mass spectrum (APCI, m/z): Calcd. for C17H24N2O2, 289.2 (M+H). found 289.2. The reactants are C1COCCO1, CCOC(=O)C1CCC(Cc2cc(N(COCC[Si](C)(C)C)COCC[Si](C)(C)C)n3ncc(-c4ccc(Cl)nc4)c3n2)CC1, [K+], [K+], [K+], O, OB(O)c1ccccc1, O=P([O-])([O-])[O-], c1ccc(P(c2ccccc2)(c2ccccc2)[Pd](P(c2ccccc2)(c2ccccc2)c2ccccc2)(P(c2ccccc2)(c2ccccc2)c2ccccc2)P(c2ccccc2)(c2ccccc2)c2ccccc2)cc1. The product is CCOC(=O)C1CCC(Cc2cc(N(COCC[Si](C)(C)C)COCC[Si](C)(C)C)n3ncc(-c4ccc(-c5ccccc5)nc4)c3n2)CC1. RXN SMILES: [CH2:63]1[O:64][CH2:65][CH2:66][O:67][CH2:68]1.[CH3:1][Si:2]([CH2:3][CH2:4][O:5][CH2:6][N:7]([c:8]1[cH:9][c:10]([CH2:24][CH:25]2[CH2:26][CH2:27][CH:28]([C:31](=[O:32])[O:33][CH2:34][CH3:35])[CH2:29][CH2:30]2)[n:11][c:12]2[n:13]1[n:14][cH:15][c:16]2-[c:17]1[cH:18][n:19][c:20]([Cl:23])[cH:21][cH:22]1)[CH2:36][O:37][CH2:38][CH2:39][Si:40]([CH3:41])([CH3:42])[CH3:43])([CH3:44])[CH3:45].[K+:60].[K+:61].[K+:62].[OH2:146].[OH:46][B:47]([OH:48])[c:49]1[cH:50][cH:51][cH:52][cH:53][cH:54]1.[P:55]([O-:56])([O-:57])([O-:58])=[O:59].[cH:69]1[cH:70][cH:71][c:72]([P:73]([Pd:74]([P:75]([c:76]2[cH:77][cH:78][cH:79][cH:80][cH:81]2)([c:82]2[cH:83][cH:84][cH:85][cH:86][cH:87]2)[c:88]2[cH:89][cH:90][cH:91][cH:92][cH:93]2)([P:94]([c:95]2[cH:96][cH:97][cH:98][cH:99][cH:100]2)([c:101]2[cH:102][cH:103][cH:104][cH:105][cH:106]2)[c:107]2[cH:108][cH:109][cH:110][cH:111][cH:112]2)[P:113]([c:114]2[cH:115][cH:116][cH:117][cH:118][cH:119]2)([c:120]2[cH:121][cH:122][cH:123][cH:124][cH:125]2)[c:126]2[cH:127][cH:128][cH:129][cH:130][cH:131]2)([c:132]2[cH:133][cH:134][cH:135][cH:136][cH:137]2)[c:138]2[cH:139][cH:140][cH:141][cH:142][cH:143]2)[cH:144][cH:145]1>>[CH3:1][Si:2]([CH2:3][CH2:4][O:5][CH2:6][N:7]([c:8]1[cH:9][c:10]([CH2:24][CH:25]2[CH2:26][CH2:27][CH:28]([C:31](=[O:32])[O:33][CH2:34][CH3:35])[CH2:29][CH2:30]2)[n:11][c:12]2[n:13]1[n:14][cH:15][c:16]2-[c:17]1[cH:18][n:19][c:20](-[c:49]2[cH:50][cH:51][cH:52][cH:53][cH:54]2)[cH:21][cH:22]1)[CH2:36][O:37][CH2:38][CH2:39][Si:40]([CH3:41])([CH3:42])[CH3:43])([CH3:44])[CH3:45].